From a dataset of the Open Reaction Database (ORD), a public repository of structured organic reaction records. describe an organic reaction: reactants, conditions, products, and yield Reactants: NC1=C(C(=O)NC)C=CC=C1 (2-amino-N-methylbenzamide), C(C)(C)N(C(C)C)CC (N,N-diisopropylethylamine), ClC1=NC(=C(C=N1)[N+](=O)[O-])Cl (2,6-dichloro-5-nitropyrimidine). The solvent is C(C)OCC (ethyl ether). The product is ClC1=NC=C(C(=N1)NC1=C(C(=O)NC)C=CC=C1)[N+](=O)[O-] (2-(2-chloro-5-nitro-pyrimidin-4-ylamino)-N-methyl-benzamide). The yield is 49.0%. As a reaction SMILES: [Cl:1][C:2]1[N:7]=[CH:6][C:5]([N+:8]([O-:10])=[O:9])=[C:4](Cl)[N:3]=1.[NH2:12][C:13]1[CH:22]=[CH:21][CH:20]=[CH:19][C:14]=1[C:15]([NH:17][CH3:18])=[O:16].C(N(CC)C(C)C)(C)C>C(OCC)C>[Cl:1][C:2]1[N:3]=[C:4]([NH:12][C:13]2[CH:22]=[CH:21][CH:20]=[CH:19][C:14]=2[C:15]([NH:17][CH3:18])=[O:16])[C:5]([N+:8]([O-:10])=[O:9])=[CH:6][N:7]=1. Reported procedure: In a similar fashion as outlined in Example 191a, 2,6-dichloro-5-nitropyrimidine was reacted with 2-amino-N-methylbenzamide and N,N-diisopropylethylamine in ethyl ether (no microwave −20° C., 3 hours) to afford 2-(2-chloro-5-nitro-pyrimidin-4-ylamino)-N-methyl-benzamide as a yellow solid in 49% yield. Mp: 201-3° C. (dec); MS: 308.09 (M+H); 1H NMR (d6-dmso): δ 12.43 (s, 1H), δ 9.20 (s, 1H), δ 8.75 (br s, 1H), δ 8.19 (d, J=9 Hz, 1H), δ 7.71 (d, J=8 Hz, 1H), δ 7.58 (t, J=8 Hz, 1H), δ 7.33 (t, J=8 H... Starting materials: C(C1=CC=CC=C1)O[C@@H]1[C@@H](CCC1)C(=O)OCC (ethyl cis-2-benzyloxy-1-cyclopentane carboxylate), [OH-].[Li+] (lithium hydroxide). The solvent is O1CCCC1 (tetrahydrofuran). Conditions: time 2 day. The product is C(C1=CC=CC=C1)O[C@@H]1[C@@H](CCC1)C(=O)O (cis-2-benzyloxy-1-cyclopentanecarboxylic acid). Yield: 81.2%. Reaction SMILES: [CH2:1]([O:8][C@H:9]1[CH2:13][CH2:12][CH2:11][C@H:10]1[C:14]([O:16]CC)=[O:15])[C:2]1[CH:7]=[CH:6][CH:5]=[CH:4][CH:3]=1.[OH-].[Li+]>O1CCCC1>[CH2:1]([O:8][C@H:9]1[CH2:13][CH2:12][CH2:11][C@H:10]1[C:14]([OH:16])=[O:15])[C:2]1[CH:7]=[CH:6][CH:5]=[CH:4][CH:3]=1 |f:1.2|. Reported procedure: To a mixture of 5.18 g of ethyl cis-2-benzyloxy-1-cyclopentane carboxylate and 120 mL of tetrahydrofuran was added 63.0 mL of a 1 M aqueous lithium hydroxide solution, followed by stirring at room temperature for 2 days. The reaction liquid was concentrated under reduced pressure, and then to the residue were added water and 1 M hydrochloric acid to adjust the pH to about 2, followed by stirring at room temperature for 1 hour. The precipitated solid was collected by filtration and dried under re...